describe an organic reaction: reactants, conditions, products, and yield From a dataset of the Open Reaction Database (ORD), a public repository of structured organic reaction records. The reactants are [Al+3], O=Cc1ccc2c(c1)c1ccccc1n2Cc1ccccc1, [Cl-], [Cl-], [Cl-], ClCCCl. Yields the product O=Cc1ccc2[nH]c3ccccc3c2c1. Reaction SMILES: [Al+3:2].[CH2:5]([c:6]1[cH:7][cH:8][cH:9][cH:10][cH:11]1)[n:12]1[c:13]2[cH:14][cH:15][cH:16][cH:17][c:18]2[c:19]2[cH:20][c:21]([CH:25]=[O:26])[cH:22][cH:23][c:24]12.[Cl-:1].[Cl-:3].[Cl-:4].[Cl:27][CH2:28][CH2:29][Cl:30]>>[nH:12]1[c:13]2[cH:14][cH:15][cH:16][cH:17][c:18]2[c:19]2[cH:20][c:21]([CH:25]=[O:26])[cH:22][cH:23][c:24]12. Reactants: CCOC(=O)CC#N, CC(=O)[O-], CN1CCC(=O)CC1, [NH4+], [Na+], [OH-], O, c1ccccc1. Product: CCOC(=O)C(C#N)=C1CCN(C)CC1. RXN SMILES: [C:9](#[N:10])[CH2:11][C:12](=[O:13])[O:14][CH2:15][CH3:16].[CH3:18][C:19](=[O:20])[O-:21].[CH3:1][N:2]1[CH2:3][CH2:4][C:5](=[O:8])[CH2:6][CH2:7]1.[NH4+:17].[Na+:23].[OH-:22].[OH2:30].[cH:24]1[cH:25][cH:26][cH:27][cH:28][cH:29]1>>[CH3:1][N:2]1[CH2:3][CH2:4][C:5](=[C:11]([C:9]#[N:10])[C:12](=[O:13])[O:14][CH2:15][CH3:16])[CH2:6][CH2:7]1. Starting materials: OOS(=O)[O-].[K+] (Oxone), CC(CC)(C)C1=NC2=C(N1CC1CCOCC1)C=CC(=C2)S(=O)(=O)N2C=C(C=C2)C=O (1-{[2-(1,1-dimethylpropyl)-1-(tetrahydro-2H-pyran-4-ylmethyl)-1H-benzimidazol-5-yl]sulfonyl}-1H-pyrrole-3-carbaldehyde). Solvent: CN(C)C=O (DMF). Conditions: time 8 hour. Product: CC(CC)(C)C1=NC2=C(N1CC1CCOCC1)C=CC(=C2)S(=O)(=O)N2C=C(C=C2)C(=O)O (1-{[2-(1,1-dimethylpropyl)-1-(tetrahydro-2H-pyran-4-ylmethyl)-1H-benzimidazol-5-yl]sulfonyl}-1H-pyrrole-3-carboxylic acid). RXN SMILES: [OH:1]OS([O-])=O.[K+].[CH3:7][C:8]([C:12]1[N:16]([CH2:17][CH:18]2[CH2:23][CH2:22][O:21][CH2:20][CH2:19]2)[C:15]2[CH:24]=[CH:25][C:26]([S:28]([N:31]3[CH:35]=[CH:34][C:33]([CH:36]=[O:37])=[CH:32]3)(=[O:30])=[O:29])=[CH:27][C:14]=2[N:13]=1)([CH3:11])[CH2:9][CH3:10]>CN(C=O)C>[CH3:11][C:8]([C:12]1[N:16]([CH2:17][CH:18]2[CH2:23][CH2:22][O:21][CH2:20][CH2:19]2)[C:15]2[CH:24]=[CH:25][C:26]([S:28]([N:31]3[CH:35]=[CH:34][C:33]([C:36]([OH:1])=[O:37])=[CH:32]3)(=[O:30])=[O:29])=[CH:27][C:14]=2[N:13]=1)([CH3:7])[CH2:9][CH3:10] |f:0.1|. Reported procedure: Oxone (148 mg, 0.24 mmol) was added to a solution of 1-{[2-(1,1-dimethylpropyl)-1-(tetrahydro-2H-pyran-4-ylmethyl)-1H-benzimidazol-5-yl]sulfonyl}-1H-pyrrole-3-carbaldehyde (89 mg, 0.20 mmol) in DMF (8 mL). The resulting mixture was stirred overnight at room temperature and used directly for step A. MS (ESI) (M+H)+=460.06. The reactants are CC(Cl)c1cccnc1, COc1ccc(-c2nc(CC(=O)O)cs2)cc1. The reagents and catalysts are O=C([O-])[O-].[Cs+].[Cs+] (cesium carbonate), [I-].[K+] (potassium iodide). The solvent is CN(C)C=O (DMF), CN(C)C=O (dmf), CN(C)C=O (DMF). Reaction conditions: temperature 70 celsius, time 16 hour. Product: COc1ccc(-c2nc(CC(=O)OC(C)c3cccnc3)cs2)cc1.